This data is from the Open Reaction Database (ORD), a public repository of structured organic reaction records. The task is: describe an organic reaction: reactants, conditions, products, and yield Starting materials: COC(CCC12CCC(CC1)(CC2)C2=NC=1N(C(N=C(C1N2)NC(CC)CO)=O)CCC)=O (3-{4-[6-(1-Hydroxymethyl-propylamino)-2-oxo-3-propyl-3,7-dihydro-2H-purin-8-yl]-bicyclo[2.2.2]oct-1-yl}-propionic acid methyl ester). Solvent: O=S(Cl)Cl (SOCl2). The product is C(C)C1CN2C(N(C=3N=C(NC3C2=N1)C12CCC(CC1)(CC2)CCC(=O)O)CCC)=O (3-[4-(7-Ethyl-5-oxo-4-propyl-4,5,6,7-tetrahydro-1H-1,3,4,5a,8-pentaaza-as-indacen-2-yl)-bicyclo[2.2.2]oct-1-yl]-propionic acid). Reaction SMILES: C[O:2][C:3](=[O:33])[CH2:4][CH2:5][C:6]12[CH2:13][CH2:12][C:9]([C:14]3[NH:22][C:21]4[C:20]([NH:23][CH:24]([CH2:27]O)[CH2:25][CH3:26])=[N:19][C:18](=[O:29])[N:17]([CH2:30][CH2:31][CH3:32])[C:16]=4[N:15]=3)([CH2:10][CH2:11]1)[CH2:8][CH2:7]2>O=S(Cl)Cl>[CH2:25]([CH:24]1[N:23]=[C:20]2[N:19]([C:18](=[O:29])[N:17]([CH2:30][CH2:31][CH3:32])[C:16]3[N:15]=[C:14]([C:9]45[CH2:12][CH2:13][C:6]([CH2:5][CH2:4][C:3]([OH:2])=[O:33])([CH2:7][CH2:8]4)[CH2:11][CH2:10]5)[NH:22][C:21]=32)[CH2:27]1)[CH3:26]. Procedure: 3-{4-[6-(1-Hydroxymethyl-propylamino)-2-oxo-3-propyl-3,7-dihydro-2H-purin-8-yl]-bicyclo[2.2.2]oct-1-yl}-propionic acid methyl ester (30 mg) was dissolved in 1 mL of SOCl2 and stirred under reflux for 15 min. The reaction mixture was then cooled to rt and concentrated under reduced pressure. The resulting residue was dissolved in a solution containing 1 mL of water, 0.5 mL of MeOH, and 0.1 mL of 10% aq. NaOH. The reaction mixture was stirred at rt for 30 min. It was then acidified to pH 2 with di... The reactants are ice water, CC1=NNC(C=2C=C3C=CC=CN3C21)=O (4-methyl-2H-pyridazino[4,5-b]indolizine-1-one), P(=O)(Cl)(Cl)Cl (phosphoryl chloride), [OH-].[Na+] (sodium hydroxide). Yields the product ClC1=NN=C(C2=C1C=C1C=CC=CN21)C (1-chloro-4-methylpyridazino[4,5-b]indolizine). The yield is 52.0%. As a reaction SMILES: [CH3:1][C:2]1[C:14]2[N:13]3[C:8]([CH:9]=[CH:10][CH:11]=[CH:12]3)=[CH:7][C:6]=2[C:5](=O)[NH:4][N:3]=1.[OH-].[Na+].P(Cl)(Cl)([Cl:20])=O>>[Cl:20][C:5]1[C:6]2[CH:7]=[C:8]3[N:13]([C:14]=2[C:2]([CH3:1])=[N:3][N:4]=1)[CH:12]=[CH:11][CH:10]=[CH:9]3 |f:1.2|. Procedure: The stirred suspension of the 4-methyl-2H-pyridazino[4,5-b]indolizine-1-one (10.0 g, 0.050 mole) in phosphoryl chloride (75 ml) was refluxed under nitrogen for 3 hours. After cooling, the reaction mixture was poured into ice-water (1 L) with vigorous stirring. Then, the solution was made alkaline (pH 8-9) by addition of a 50% W/W sodium hydroxide solution (cooling). The suspension was filtered and the solid was washed with water and dried to yield 1-chloro-4-methylpyridazino[4,5-b]indolizine (10... Starting materials: C(C=1C(N)=CC=CC1)(=O)O (anthranilic acid), ClC1=C(C=C(C(=O)C2=CC=CC=C2)C=C1)[N+](=O)[O-] (4-chloro-3-nitrobenzophenone), C([O-])([O-])=O.[K+].[K+] (potassium carbonate), C(CC(C)C)O (isoamyl alcohol). The reagents and catalysts are [Cu] (copper). Run in CCOCC (ether), O (water). Reaction conditions: time 3 hour. Product: C(C1=CC=CC=C1)(=O)C1=CC(=C(C=C1)NC=1C(C(=O)O)=CC=CC1)[N+](=O)[O-] (N-(4-Benzoyl-2-nitrophenyl)anthranilic acid). Yield: 64.6%. As a reaction SMILES: [C:1]([OH:10])(=[O:9])[C:2]1[C:3](=[CH:5][CH:6]=[CH:7][CH:8]=1)[NH2:4].Cl[C:12]1[CH:25]=[CH:24][C:15]([C:16]([C:18]2[CH:23]=[CH:22][CH:21]=[CH:20][CH:19]=2)=[O:17])=[CH:14][C:13]=1[N+:26]([O-:28])=[O:27].C(=O)([O-])[O-].[K+].[K+].C(O)CC(C)C>[Cu].CCOCC.O>[C:16]([C:15]1[CH:24]=[CH:25][C:12]([NH:4][C:3]2[C:2](=[CH:8][CH:7]=[CH:6][CH:5]=2)[C:1]([OH:10])=[O:9])=[C:13]([N+:26]([O-:28])=[O:27])[CH:14]=1)(=[O:17])[C:18]1[CH:19]=[CH:20][CH:21]=[CH:22][CH:23]=1 |f:2.3.4|. Procedure: A mixture of anthranilic acid (1.37 g, 10 mmol.), 4-chloro-3-nitrobenzophenone (2.88 g, 11 mmol.), anhydrous potassium carbonate (powder, 2.77 g, 20 mmol.), copper (powder, 50 mg), and isoamyl alcohol (25 mL) was stirred and heated for one hour under reflux. The reaction mixture was cooled to room temperature, and stirred for 15 minutes after addition of water (30 mL) and ether (30 mL). The insoluble red-brown solid was collected by filtration and washed with water and ether. The red-brown solid... The reactants are C(C)(C)C1=C(C=CC=C1)C(C)C (diisopropylbenzene), C(C)(C)C=1C(=C(C=CC1)C(C)C)C(C)C (triisopropylbenzene). Yields the product C1(=CC=CC=C1)C(C)C (cumene). RXN SMILES: [CH:1]([C:4]1[CH:9]=[CH:8][CH:7]=[CH:6][C:5]=1C(C)C)([CH3:3])[CH3:2].C(C1C(C(C)C)=C(C(C)C)C=CC=1)(C)C>>[C:4]1([CH:1]([CH3:3])[CH3:2])[CH:9]=[CH:8][CH:7]=[CH:6][CH:5]=1. Reported procedure: The diisopropylbenzene and a portion of the heavies (triisopropylbenzene and heavier) could be recycled to yield additional cumene. The undesirable cumene contaminant n-propylbenzene could not be detected in the product at the ppm level. Reactants: C(C(C)C)N([C@@H](CCCCNC(=O)OCC1C2=CC=CC=C2C=2C=CC=CC12)C(=O)O)S(=O)(=O)C1=CC=C(C=C1)C (Nα-isobutyl-Nα-(4-methylbenzenesulfonyl)-Nε-(9-fluorenylmethoxycarbonyl)-L-lysine), CC1=CC=C(C=C1)S(=O)(=O)N[C@@H](CCCCNC(=O)OC(C)(C)C)C(=O)O (Nα-(4-methylbenzenesulfonyl)-Nε-tert-butoxycarbonyl-L-lysine). Yields the product CC1=CC=C(C=C1)S(=O)(=O)N[C@@H](CCCCN)C(=O)NCCCC[C@@H](C(=O)O)N(CC(C)C)S(=O)(=O)C2=CC=C(C=C2)C (Nα-isobutyl-Nα-(4-methylbenzenesulfonyl)-Nε-[N′α-(4-methylbenzenesulfonyl)-L-lysyl]-L-lysine), desired material. Yield: 12.0%. RXN SMILES: [CH2:1]([N:5]([S:32]([C:35]1[CH:40]=[CH:39][C:38]([CH3:41])=[CH:37][CH:36]=1)(=[O:34])=[O:33])[C@H:6]([C:29]([OH:31])=[O:30])[CH2:7][CH2:8][CH2:9][CH2:10][NH:11][C:12]([O:14]CC1C2C=CC=CC=2C2C1=CC=CC=2)=O)[CH:2]([CH3:4])[CH3:3].[CH3:42][C:43]1[CH:48]=[CH:47][C:46]([S:49]([NH:52][C@H:53](C(O)=O)[CH2:54][CH2:55][CH2:56][CH2:57][NH:58]C(OC(C)(C)C)=O)(=[O:51])=[O:50])=[CH:45][CH:44]=1>>[CH3:42][C:43]1[CH:48]=[CH:47][C:46]([S:49]([NH:52][C@H:53]([C:12]([NH:11][CH2:10][CH2:9][CH2:8][CH2:7][C@H:6]([N:5]([S:32]([C:35]2[CH:40]=[CH:39][C:38]([CH3:41])=[CH:37][CH:36]=2)(=[O:34])=[O:33])[CH2:1][CH:2]([CH3:3])[CH3:4])[C:29]([OH:31])=[O:30])=[O:14])[CH2:54][CH2:55][CH2:56][CH2:57][NH2:58])(=[O:51])=[O:50])=[CH:45][CH:44]=1. Reported procedure: The title compound was prepared from solid phase bound Nα-isobutyl-Nα-(4-methylbenzenesulfonyl)-Nε-(9-fluorenylmethoxycarbonyl)-L-lysine as described in general procedure Bb using Nα-(4-methylbenzenesulfonyl)-Nε-tert-butoxycarbonyl-L-lysine (360 mg, 1.2 mmol) prepared in step A of this example. The final product was purified by preparative HPLC to yield 10 mg (12%) of the desired material. The reactants are [N+](#[C-])CS(=O)(=O)C1=CC=C(C=C1)C (1-(isocyanomethyl sulfonyl)-4-methyl benzene), C1(CC1)C1=NN(C=C1C=O)C (3-cyclopropyl-1-methyl-1H-pyrazole-4-carbaldehyde), CO (Methanol), CC(C)([O-])C.[K+] (potassium tert-butoxide). RXN SMILES: CC(C)([O-])C.[K+].[N+:7](CS(C1C=CC(C)=CC=1)(=O)=O)#[C-:8].[CH:20]1([C:23]2[C:27]([CH:28]=O)=[CH:26][N:25]([CH3:30])[N:24]=2)[CH2:22][CH2:21]1.CO>COCCOC>[CH:20]1([C:23]2[C:27]([CH2:28][C:8]#[N:7])=[CH:26][N:25]([CH3:30])[N:24]=2)[CH2:22][CH2:21]1 |f:0.1|. The yield is 67.0%. The product is C1(CC1)C1=NN(C=C1CC#N)C ((3-Cyclopropyl-1-methyl-1H-pyrazol-4-yl)-acetonitrile). Procedure details: To a suspension of potassium tert-butoxide (8.95 g, 79.9 mmol) in DME (250 mL)-78° C. under nitrogen was added a solution of 1-(isocyanomethyl sulfonyl)-4-methyl benzene (9.36 g, 47.94 mmol) in DME (50 ml). After stirring for 10 minutes, a solution of 3-cyclopropyl-1-methyl-1H-pyrazole-4-carbaldehyde (6 g, 39.95 mmol) in DME (100 mL) was added. The resulting mixture was allowed to stir at −78° C. for 1 hour and then at room temperature for 1 hour. Methanol (50 mL) was added and the resulting mix... Reaction conditions: time 10 minute. The solvent is COCCOC (DME), COCCOC (DME), COCCOC (DME). Starting materials: Cc1[nH]cnc1CSCCN, O, CSc1ncc(Cc2ccccn2)c(=O)[nH]1. The product is Cc1[nH]cnc1CSCCNc1ncc(Cc2ccccn2)c(=O)[nH]1. As a reaction SMILES: [CH3:17][c:18]1[c:19]([CH2:23][S:24][CH2:25][CH2:26][NH2:27])[n:20][cH:21][nH:22]1.[OH2:28].[n:1]1[c:2]([CH2:7][c:8]2[c:9](=[O:16])[nH:10][c:11]([S:14][CH3:15])[n:12][cH:13]2)[cH:3][cH:4][cH:5][cH:6]1>>[n:1]1[c:2]([CH2:7][c:8]2[c:9](=[O:16])[nH:10][c:11]([NH:27][CH2:26][CH2:25][S:24][CH2:23][c:19]3[c:18]([CH3:17])[nH:22][cH:21][n:20]3)[n:12][cH:13]2)[cH:3][cH:4][cH:5][cH:6]1. Starting materials: [H-].[Al+3].[Li+].[H-].[H-].[H-] (Lithium aluminum hydride), COC(C1=CC=C(C=C1)CNC(=O)OC(C)(C)C)=O (4-(t-butoxycarbonylaminomethyl)benzoic acid methyl ester), O.O.O.O.O.O.O.O.O.O.S(=O)(=O)([O-])[O-].[Na+].[Na+] (sodium sulfate decahydrate). The solvent is C1CCOC1 (THF), C1CCOC1 (THF). Product: C(C)(C)(C)OC(NCC1=CC=C(C=C1)CO)=O ((4-hydroxymethyl-benzyl)-carbamic acid t-butyl ester). Yield: 85.1%. Reaction SMILES: [H-].[Al+3].[Li+].[H-].[H-].[H-].C[O:8][C:9](=O)[C:10]1[CH:15]=[CH:14][C:13]([CH2:16][NH:17][C:18]([O:20][C:21]([CH3:24])([CH3:23])[CH3:22])=[O:19])=[CH:12][CH:11]=1.O.O.O.O.O.O.O.O.O.O.S([O-])([O-])(=O)=O.[Na+].[Na+]>C1COCC1>[C:21]([O:20][C:18](=[O:19])[NH:17][CH2:16][C:13]1[CH:12]=[CH:11][C:10]([CH2:9][OH:8])=[CH:15][CH:14]=1)([CH3:24])([CH3:22])[CH3:23] |f:0.1.2.3.4.5,7.8.9.10.11.12.13.14.15.16.17.18.19|. Procedure details: Lithium aluminum hydride (5.21 g) was suspended in THF (243 ml). Then, a solution of the compound (24.3 g) obtained in Example 103-1 in THF (243 ml) was gradually added to the suspension over 50 minutes while stirring under ice-cooling, followed by stirring at room temperature for 1 hour. The reaction solution was added with sodium sulfate decahydrate and a 20% sodium hydroxide aqueous solution and then filtrated through Celite. The filtrate was concentrated under reduced pressure and dried unde... The reactants are C(C)OC(CC(=O)[C@H]1C[C@@H](N(CC1)C(=O)OC)CC1=CC(=CC=C1)C(F)(F)F)=O (trans-methyl 4-(3-ethoxy-3-oxopropanoyl)-2-(3-(trifluoromethyl)benzyl)-piperidine-1-carboxylate), [OH-].[Na+] (NaOH), Cl (HCl), Cl.NO (hydroxylamine hydrochloride), [OH-].[Na+] (NaOH). The solvent is O (water), C(C)(=O)OCC (ethyl acetate), CO (MeOH), CO.O (MeOH H2O), CO (MeOH), O (H2O). Reaction conditions: time 30 minute. The product is O=C1NOC(=C1)[C@H]1C[C@@H](N(CC1)C(=O)OC)CC1=CC(=CC=C1)C(F)(F)F (Trans-methyl 4-(3-oxo-2,3-dihydroisoxazol-5-yl)-2-(3-(trifluoromethyl)benzyl)-piperidine-1-carboxylate). As a reaction SMILES: C([O:3][C:4](=O)[CH2:5][C:6]([C@@H:8]1[CH2:13][CH2:12][N:11]([C:14]([O:16][CH3:17])=[O:15])[C@@H:10]([CH2:18][C:19]2[CH:24]=[CH:23][CH:22]=[C:21]([C:25]([F:28])([F:27])[F:26])[CH:20]=2)[CH2:9]1)=[O:7])C.[OH-].[Na+].Cl.[NH2:33]O.Cl>CO.CO.O.O.C(OCC)(=O)C>[O:3]=[C:4]1[CH:5]=[C:6]([C@@H:8]2[CH2:13][CH2:12][N:11]([C:14]([O:16][CH3:17])=[O:15])[C@@H:10]([CH2:18][C:19]3[CH:24]=[CH:23][CH:22]=[C:21]([C:25]([F:28])([F:27])[F:26])[CH:20]=3)[CH2:9]2)[O:7][NH:33]1 |f:1.2,3.4,7.8|. Reported procedure: A solution of trans-methyl 4-(3-ethoxy-3-oxopropanoyl)-2-(3-(trifluoromethyl)benzyl)-piperidine-1-carboxylate (1.8 g, 4.33 mmol) (from example 107, step 1) in MeOH (7 mL) was added to a solution of NaOH (225 mg, 5.63 mmol) in MeOH/H2O (8 mL/0.5 mL) at −30° C. After 10 min hydroxylamine hydrochloride (0.602 g, 8.67 mmol) and NaOH (347 mg, 8.67 mmol) were added in MeOH (7 mL) and H2O (7 mL). Stirring was continued at −30° C. for 30 min. The reaction solution was poured into 6 M HCl (60 mL) at 80° ... The reactants are CCCOC(=O)c1sc(-c2cccc(N)c2)c(Br)c1OCC(=O)OC(C)(C)C, CC1(C)CC(=O)CC(C)(C)C1. Yields the product CCCOC(=O)c1sc(-c2cccc(NC3CC(C)(C)CC(C)(C)C3)c2)c(Br)c1OCC(=O)OC(C)(C)C. RXN SMILES: [CH2:1]([CH2:2][CH3:3])[O:4][C:5](=[O:6])[c:7]1[s:8][c:9](-[c:22]2[cH:23][c:24]([NH2:28])[cH:25][cH:26][cH:27]2)[c:10]([Br:21])[c:11]1[O:12][CH2:13][C:14](=[O:15])[O:16][C:17]([CH3:18])([CH3:19])[CH3:20].[CH3:29][C:30]1([CH3:39])[CH2:31][C:32](=[O:38])[CH2:33][C:34]([CH3:36])([CH3:37])[CH2:35]1>>[CH2:1]([CH2:2][CH3:3])[O:4][C:5](=[O:6])[c:7]1[s:8][c:9](-[c:22]2[cH:23][c:24]([NH:28][CH:32]3[CH2:31][C:30]([CH3:29])([CH3:39])[CH2:35][C:34]([CH3:36])([CH3:37])[CH2:33]3)[cH:25][cH:26][cH:27]2)[c:10]([Br:21])[c:11]1[O:12][CH2:13][C:14](=[O:15])[O:16][C:17]([CH3:18])([CH3:19])[CH3:20].